Dataset: the Open Reaction Database (ORD), a public repository of structured organic reaction records. Task: describe an organic reaction: reactants, conditions, products, and yield The reactants are O=C([O-])[O-], CN(C)C=O, O=C=NCCCl, [K+], [K+], Cc1nc(-n2ccc(N)cc2=O)sc1C(=O)NCc1ccccc1. Reaction SMILES: [C:31](=[O:32])([O-:33])[O-:34].[CH3:37][N:38]([CH3:39])[CH:40]=[O:41].[Cl:25][CH2:26][CH2:27][N:28]=[C:29]=[O:30].[K+:35].[K+:36].[NH2:1][c:2]1[cH:3][c:4](=[O:24])[n:5](-[c:8]2[s:9][c:10]([C:14](=[O:15])[NH:16][CH2:17][c:18]3[cH:19][cH:20][cH:21][cH:22][cH:23]3)[c:11]([CH3:13])[n:12]2)[cH:6][cH:7]1>>[N:1]1([c:2]2[cH:3][c:4](=[O:24])[n:5](-[c:8]3[s:9][c:10]([C:14](=[O:15])[NH:16][CH2:17][c:18]4[cH:19][cH:20][cH:21][cH:22][cH:23]4)[c:11]([CH3:13])[n:12]3)[cH:6][cH:7]2)[CH2:26][CH2:27][NH:28][C:29]1=[O:30]. The product is Cc1nc(-n2ccc(N3CCNC3=O)cc2=O)sc1C(=O)NCc1ccccc1. The reactants are C1(CCC1)N(C(C1=C(C=CC=C1OC)OC)=O)[C@@H]1[C@H](CCC1)NC(OC(C)(C)C)=O (tert-butyl N-[(1S,2S)-2-(N-cyclobutyl2,6-dimethoxybenzamido)cyclopentyl]carbamate), Cl (HCl), O1CCOCC1 (1,4-dioxane). Solvent: CO (methanol). Reaction conditions: time 8 hour. Yields the product Cl.N[C@@H]1[C@H](CCC1)N(C(C1=C(C=CC=C1OC)OC)=O)C1CCC1 (N-[(1S,2S)-2-Aminocyclopentyl]-N-cyclobutyl-2,6-dimethoxybenzamide hydrochloride). As a reaction SMILES: [CH:1]1([N:5]([C@H:18]2[CH2:22][CH2:21][CH2:20][C@@H:19]2[NH:23]C(=O)OC(C)(C)C)[C:6](=[O:17])[C:7]2[C:12]([O:13][CH3:14])=[CH:11][CH:10]=[CH:9][C:8]=2[O:15][CH3:16])[CH2:4][CH2:3][CH2:2]1.[ClH:31].O1CCOCC1>CO>[ClH:31].[NH2:23][C@H:19]1[CH2:20][CH2:21][CH2:22][C@@H:18]1[N:5]([CH:1]1[CH2:4][CH2:3][CH2:2]1)[C:6](=[O:17])[C:7]1[C:8]([O:15][CH3:16])=[CH:9][CH:10]=[CH:11][C:12]=1[O:13][CH3:14] |f:4.5|. Reported procedure: To a solution of tert-butyl N-[(1S,2S)-2-(N-cyclobutyl2,6-dimethoxybenzamido)cyclopentyl]carbamate (1.34 g, 3.20 mmol) in methanol (11 ml) was added HCl in 1,4-dioxane (4 M, 8.00 ml, 32.0 mmol). The reaction was stirred at room temperature for 17 hours (overnight) and then was concentrated in vacuo, azeotropically distilled with toluene to afford the title compound. Starting materials: BrB(Br)Br, COc1c(Cc2ccccc2)c(=O)c2ccccc2[nH]c1=O, ClCCl, O. The product is O=c1[nH]c2ccccc2c(=O)c(Cc2ccccc2)c1O. As a reaction SMILES: [B:23]([Br:24])([Br:25])[Br:26].[CH2:1]([c:2]1[cH:3][cH:4][cH:5][cH:6][cH:7]1)[c:8]1[c:9](=[O:22])[c:10]2[c:11]([nH:12][c:13](=[O:17])[c:14]1[O:15][CH3:16])[cH:18][cH:19][cH:20][cH:21]2.[Cl:28][CH2:29][Cl:30].[OH2:27]>>[CH2:1]([c:2]1[cH:3][cH:4][cH:5][cH:6][cH:7]1)[c:8]1[c:9](=[O:22])[c:10]2[c:11]([nH:12][c:13](=[O:17])[c:14]1[OH:15])[cH:18][cH:19][cH:20][cH:21]2. The reactants are S(=O)(=O)([O-])[O-].[Zr+4].S(=O)(=O)([O-])[O-] (zirconium sulfate), P(=O)(O)(O)[O-].[NH4+] (ammonium dihydrogenphosphate), [Zr] (zirconium), [P] (phosphorus), [OH-].[Na+] (sodium hydroxide). Conditions: temperature 150 celsius. Product: P(=O)([O-])([O-])[O-].[Zr+4].P(=O)([O-])([O-])[O-].P(=O)([O-])([O-])[O-].P(=O)([O-])([O-])[O-].[Zr+4].[Zr+4] (zirconium phosphate). As a reaction SMILES: S([O-])([O-])(=O)=O.[Zr+4:6].S([O-])([O-])(=O)=O.[P:12]([O-:16])([OH:15])([OH:14])=[O:13].[NH4+].[Zr].[P].[OH-].[Na+]>>[P:12]([O-:16])([O-:15])([O-:14])=[O:13].[Zr+4:6].[P:12]([O-:16])([O-:15])([O-:14])=[O:13].[P:12]([O-:16])([O-:15])([O-:14])=[O:13].[P:12]([O-:16])([O-:15])([O-:14])=[O:13].[Zr+4:6].[Zr+4:6] |f:0.1.2,3.4,7.8,9.10.11.12.13.14.15|. Reported procedure: An aqueous zirconium sulfate solution and an aqueous ammonium dihydrogenphosphate solution were mixed at a ratio of zirconium and phosphorus of 2:3 to produce a precipitate. Then, pH of the resulting slurry was adjusted to 2 with an aqueous sodium hydroxide solution, followed by heating at 150° C. for 24 hours in the hydrothermal state to obtain crystalline zirconium phosphate.